Dataset: the Open Reaction Database (ORD), a public repository of structured organic reaction records. Task: describe an organic reaction: reactants, conditions, products, and yield The reactants are COC(=O)C1CC2=CC=CC(=C2C1)F (4-Fluoro-indan-2-carboxylic acid methyl ester). Solvent: CC(=O)O (HOAc). The product is FC1=C2CC(CC2=CC=C1)C(=O)O (4-Fluoro-indan-2-carboxylic acid). Reaction SMILES: C[O:2][C:3]([CH:5]1[CH2:13][C:12]2[C:7](=[CH:8][CH:9]=[CH:10][C:11]=2[F:14])[CH2:6]1)=[O:4]>CC(O)=O>[F:14][C:11]1[CH:10]=[CH:9][CH:8]=[C:7]2[C:12]=1[CH2:13][CH:5]([C:3]([OH:4])=[O:2])[CH2:6]2. Procedure details: 4-Fluoro-indan-2-carboxylic acid methyl ester in HOAc containing 20% HCl was hydrolyzed according to the protocols as outlined in general procedure G to afford the desired title acid. Spectroscopic data: 1H NMR (300 MHz, DMSO-d6) δ 3.09-3.23 (m, 4H), 3.29-3.40 (m, 1H), 7.0 (t, 1H, J=8.5 Hz), 7.1 (d, 1H, J=7.3 Hz), 7.14-7.24 (m, 1H), 12.4 (br s, 1H). The reactants are CO, Cl, C1COCCO1, CC(O)C1(O)CN(C(=O)OC(C)(C)C)C1. Product: Cl, CC(O)C1(O)CNC1. RXN SMILES: [CH3:23][OH:24].[ClH:16].[O:17]1[CH2:18][CH2:19][O:20][CH2:21][CH2:22]1.[OH:1][C:2]1([CH:13]([CH3:14])[OH:15])[CH2:3][N:4]([C:6]([O:7][C:8]([CH3:9])([CH3:10])[CH3:11])=[O:12])[CH2:5]1>>[ClH:16].[OH:1][C:2]1([CH:13]([CH3:14])[OH:15])[CH2:3][NH:4][CH2:5]1.